This data is from the Open Reaction Database (ORD), a public repository of structured organic reaction records. The task is: describe an organic reaction: reactants, conditions, products, and yield Starting materials: CC(C)(C)C1=CC(=NO1)NC(=O)NC (1-[5-(1,1-dimethylethyl)-3-isoxazolyl]-3-methylurea), C(=O)C=O (glyoxal), [OH-].[Na+] (sodium hydroxide). The solvent is C(C)O (ethanol). Reaction conditions: time 8 hour. Product: CC(C)(C)C1=CC(=NO1)N1C(N(C(C1O)O)C)=O (3-[5-(1,1-dimethylethyl)-3-isoxazolyl]-4,5-dihydroxy-1-methyl-2-imidazolidinone). Reaction SMILES: [CH3:1][C:2]([C:5]1[O:9][N:8]=[C:7]([NH:10][C:11]([NH:13][CH3:14])=[O:12])[CH:6]=1)([CH3:4])[CH3:3].[CH:15]([CH:17]=[O:18])=[O:16].[OH-].[Na+]>C(O)C>[CH3:4][C:2]([C:5]1[O:9][N:8]=[C:7]([N:10]2[CH:15]([OH:16])[CH:17]([OH:18])[N:13]([CH3:14])[C:11]2=[O:12])[CH:6]=1)([CH3:1])[CH3:3] |f:2.3|. Procedure details: To a solution of 2.0 grams (0.010 mole) of 1-[5-(1,1-dimethylethyl)-3-isoxazolyl]-3-methylurea in 50 milliliters of 95 percent ethanol was added 7.3 grams of a 40 percent aqueous glyoxal solution which had been previously adjusted to pH 7 with dilute sodium hydroxide solution. After standing at room temperature overnight, the solution was topped on a rotary evaporator to give an oily residue which was extracted with two 20 milliliter portions of chloroform. The extract was washed with saturated ... The reactants are CC1(C)Oc2cccc(Br)c2C1=O, O=C([O-])[O-], CN(C)C=O, [K+], [K+], Cc1c(B(O)O)ccc2nc(N)nc(N)c12, O, c1ccc(P(c2ccccc2)(c2ccccc2)[Pd](P(c2ccccc2)(c2ccccc2)c2ccccc2)(P(c2ccccc2)(c2ccccc2)c2ccccc2)P(c2ccccc2)(c2ccccc2)c2ccccc2)cc1. The product is Cc1c(-c2cccc3c2C(=O)C(C)(C)O3)ccc2nc(N)nc(N)c12. RXN SMILES: [Br:17][c:18]1[cH:19][cH:20][cH:21][c:22]2[c:23]1[C:24](=[O:29])[C:25]([CH3:27])([CH3:28])[O:26]2.[C:30](=[O:31])([O-:32])[O-:33].[CH3:37][N:38]([CH3:39])[CH:40]=[O:41].[K+:34].[K+:35].[NH2:1][c:2]1[n:3][c:4]2[cH:5][cH:6][c:7]([B:14]([OH:15])[OH:16])[c:8]([CH3:13])[c:9]2[c:10]([NH2:12])[n:11]1.[OH2:36].[cH:42]1[cH:43][cH:44][c:45]([P:46]([Pd:47]([P:48]([c:49]2[cH:50][cH:51][cH:52][cH:53][cH:54]2)([c:55]2[cH:56][cH:57][cH:58][cH:59][cH:60]2)[c:61]2[cH:62][cH:63][cH:64][cH:65][cH:66]2)([P:67]([c:68]2[cH:69][cH:70][cH:71][cH:72][cH:73]2)([c:74]2[cH:75][cH:76][cH:77][cH:78][cH:79]2)[c:80]2[cH:81][cH:82][cH:83][cH:84][cH:85]2)[P:86]([c:87]2[cH:88][cH:89][cH:90][cH:91][cH:92]2)([c:93]2[cH:94][cH:95][cH:96][cH:97][cH:98]2)[c:99]2[cH:100][cH:101][cH:102][cH:103][cH:104]2)([c:105]2[cH:106][cH:107][cH:108][cH:109][cH:110]2)[c:111]2[cH:112][cH:113][cH:114][cH:115][cH:116]2)[cH:117][cH:118]1>>[NH2:1][c:2]1[n:3][c:4]2[cH:5][cH:6][c:7](-[c:18]3[cH:19][cH:20][cH:21][c:22]4[c:23]3[C:24](=[O:29])[C:25]([CH3:27])([CH3:28])[O:26]4)[c:8]([CH3:13])[c:9]2[c:10]([NH2:12])[n:11]1. The reactants are C1CCOC1, COC(=O)CCc1ccc(OCc2ccncc2)cc1, CO, [Li+], [OH-]. Yields the product O=C(O)CCc1ccc(OCc2ccncc2)cc1. Reaction SMILES: [CH2:23]1[O:24][CH2:25][CH2:26][CH2:27]1.[CH3:1][O:2][C:3]([CH2:4][CH2:5][c:6]1[cH:7][cH:8][c:9]([O:12][CH2:13][c:14]2[cH:15][cH:16][n:17][cH:18][cH:19]2)[cH:10][cH:11]1)=[O:20].[CH3:28][OH:29].[Li+:22].[OH-:21]>>[O:2]=[C:3]([CH2:4][CH2:5][c:6]1[cH:7][cH:8][c:9]([O:12][CH2:13][c:14]2[cH:15][cH:16][n:17][cH:18][cH:19]2)[cH:10][cH:11]1)[OH:20].